From a dataset of the Open Reaction Database (ORD), a public repository of structured organic reaction records. describe an organic reaction: reactants, conditions, products, and yield Starting materials: ClC1=CC2=C(N(C([C@H](N=C2C2=CC(=C(C=C2)OC)C)CC2=C(C=CC=C2)Cl)=O)CC2=CC=C(C=C2)OC)C=C1 ((R)-7-Chloro-3-(2-chlorobenzyl)-5-(4-methoxy-3-methylphenyl)-1-(4-methoxybenzyl)-1H-benzo[e][1,4]diazepin-2(3H)-one), ClC1=CC2=C(NC([C@H](N=C2C2=CC(=C(C=C2)OC)C)CC2=C(C=CC=C2)Cl)=O)C=C1 ((R)-7-Chloro-3-(2-chlorobenzyl)-5-(4-methoxy-3-methylphenyl)-1H-benzo[e][1,4]diazepin-2(3H)-one). The product is ClC1=CC2=C(NC([C@H](N=C2C2=CC(=C(C=C2)O)C)CC2=C(C=CC=C2)Cl)=O)C=C1 ((R)-7-Chloro-3-(2-chlorobenzyl)-5-(4-hydroxy-3-methylphenyl)-1H-benzo[e][1,4]diazepin-2(3H)-one). As a reaction SMILES: [Cl:1][C:2]1[CH:39]=[CH:38][C:5]2[N:6](CC3C=CC(OC)=CC=3)[C:7](=[O:28])[C@@H:8]([CH2:20][C:21]3[CH:26]=[CH:25][CH:24]=[CH:23][C:22]=3[Cl:27])[N:9]=[C:10]([C:11]3[CH:16]=[CH:15][C:14]([O:17]C)=[C:13]([CH3:19])[CH:12]=3)[C:4]=2[CH:3]=1.ClC1C=CC2NC(=O)[C@@H](CC3C=CC=CC=3Cl)N=C(C3C=CC(OC)=C(C)C=3)C=2C=1>>[Cl:1][C:2]1[CH:39]=[CH:38][C:5]2[NH:6][C:7](=[O:28])[C@@H:8]([CH2:20][C:21]3[CH:26]=[CH:25][CH:24]=[CH:23][C:22]=3[Cl:27])[N:9]=[C:10]([C:11]3[CH:16]=[CH:15][C:14]([OH:17])=[C:13]([CH3:19])[CH:12]=3)[C:4]=2[CH:3]=1. Procedure details: Physical Characterization Data for Synthetic Intermediate Compounds: (R)-7-Chloro-3-(2-chlorobenzyl)-5-(4-methoxy-3-methylphenyl)-1-(4-methoxybenzyl)-1H-benzo[e][1,4]diazepin-2(3H)-one. MS (m/z): 559.3 (M+1)+; and (R)-7-Chloro-3-(2-chlorobenzyl)-5-(4-methoxy-3-methylphenyl)-1H-benzo[e][1,4]diazepin-2(3H)-one. MS (m/z): 439.2 (M+1)+. Reactants: NC1=NC(=CN=C1C1=C(C(=CC(=C1)Cl)Cl)Cl)NC(C)=O (2-amino-6-acetamido-3-(2,3,5-trichlorophenyl)pyrazine), N (ammonia). Run in Cl (hydrochloric acid), O (water). Run at time 1.75 hour. Yields the product NC1=NC(=CN=C1C1=C(C(=CC(=C1)Cl)Cl)Cl)N (2,6-Diamino-3-(2,3,5-trichlorophenyl)pyrazine). As a reaction SMILES: [NH2:1][C:2]1[C:7]([C:8]2[CH:13]=[C:12]([Cl:14])[CH:11]=[C:10]([Cl:15])[C:9]=2[Cl:16])=[N:6][CH:5]=[C:4]([NH:17]C(=O)C)[N:3]=1.N>Cl.O>[NH2:1][C:2]1[C:7]([C:8]2[CH:13]=[C:12]([Cl:14])[CH:11]=[C:10]([Cl:15])[C:9]=2[Cl:16])=[N:6][CH:5]=[C:4]([NH2:17])[N:3]=1. Reported procedure: A suspension of 2-amino-6-acetamido-3-(2,3,5-trichlorophenyl)pyrazine (2.97 g, 8.96×10−3 mole) in 12M hydrochloric acid (1.31 ml) and water (4.04 ml) was fluxed for 1.75 hrs. The cooled mixture was then basified with 0.880 aqueous ammonia (5 ml) and extracted with chloroform (3×50 ml). The combined chloroform extracts were dried over anhydrous magnesium sulphate, filtered and the filtrate evaporated down in vacuo at 80° C. Yield 2.29 g (88%), M.p. 178-180° C. Starting materials: CC(C)CNCC(O)C(Cc1ccccc1)NC(=O)OC(C)(C)C, Cc1n[nH]c2ccc(S(=O)(=O)Cl)cc12, CCCCCC, ClCCl, [Na+], O=C([O-])O. Product: Cc1n[nH]c2ccc(S(=O)(=O)N(CC(C)C)CC(O)C(Cc3ccccc3)NC(=O)OC(C)(C)C)cc12. As a reaction SMILES: [C:1]([CH3:2])([CH3:3])([CH3:4])[O:5][C:6]([NH:7][CH:8]([CH:9]([CH2:10][NH:11][CH2:12][CH:13]([CH3:14])[CH3:15])[OH:16])[CH2:17][c:18]1[cH:19][cH:20][cH:21][cH:22][cH:23]1)=[O:24].[CH3:25][c:26]1[n:27][nH:28][c:29]2[cH:30][cH:31][c:32]([S:35](=[O:36])(=[O:37])[Cl:38])[cH:33][c:34]12.[CH3:44][CH2:45][CH2:46][CH2:47][CH2:48][CH3:49].[Cl:50][CH2:51][Cl:52].[Na+:43].[O-:39][C:40]([OH:41])=[O:42]>>[C:1]([CH3:2])([CH3:3])([CH3:4])[O:5][C:6]([NH:7][CH:8]([CH:9]([CH2:10][N:11]([CH2:12][CH:13]([CH3:14])[CH3:15])[S:35]([c:32]1[cH:31][cH:30][c:29]2[nH:28][n:27][c:26]([CH3:25])[c:34]2[cH:33]1)(=[O:36])=[O:37])[OH:16])[CH2:17][c:18]1[cH:19][cH:20][cH:21][cH:22][cH:23]1)=[O:24]. The reactants are C(CCCCCCCCCCCCCCCCC)NC1[C@@H](O)[C@H](O)[C@H](O)[C@@H](O1)C (N-Octadecyl-L-fucopyranosylamine), C(CCCCCCC\C=C/CCCCCCCC)(=O)Cl (oleoyl chloride). Run in C(Cl)Cl.CO (CH2Cl2 CH3OH). Product: C1([C@@H](O)[C@H](O)[C@H](O)[C@@H](O1)C)N(C(CCCCCCC\C=C/CCCCCCCC)=O)CCCCCCCCCCCCCCCCCC (N-Fucopyranosyl-N-octadecyl-oleic acid amide). As a reaction SMILES: [CH2:1]([NH:19][CH:20]1[O:28][C@@H:27]([CH3:29])[C@@H:25]([OH:26])[C@@H:23]([OH:24])[C@@H:21]1[OH:22])[CH2:2][CH2:3][CH2:4][CH2:5][CH2:6][CH2:7][CH2:8][CH2:9][CH2:10][CH2:11][CH2:12][CH2:13][CH2:14][CH2:15][CH2:16][CH2:17][CH3:18].[C:30](Cl)(=[O:48])[CH2:31][CH2:32][CH2:33][CH2:34][CH2:35][CH2:36][CH2:37]/[CH:38]=[CH:39]\[CH2:40][CH2:41][CH2:42][CH2:43][CH2:44][CH2:45][CH2:46][CH3:47]>C(Cl)Cl.CO>[CH:20]1([N:19]([CH2:1][CH2:2][CH2:3][CH2:4][CH2:5][CH2:6][CH2:7][CH2:8][CH2:9][CH2:10][CH2:11][CH2:12][CH2:13][CH2:14][CH2:15][CH2:16][CH2:17][CH3:18])[C:30](=[O:48])[CH2:31][CH2:32][CH2:33][CH2:34][CH2:35][CH2:36][CH2:37]/[CH:38]=[CH:39]\[CH2:40][CH2:41][CH2:42][CH2:43][CH2:44][CH2:45][CH2:46][CH3:47])[O:28][C@@H:27]([CH3:29])[C@@H:25]([OH:26])[C@@H:23]([OH:24])[C@@H:21]1[OH:22] |f:2.3|. Procedure details: 2.9 g of the compound from Example 23 were acylated with oleoyl chloride as described in Example 6. Column chromatography with the eluting agent CH2Cl2 /CH3OH=15/1. Product: COc1ccc2c(c1)CCC1=C2CCC2(CC(C)C)C(O)CCC12. Reaction SMILES: [BH4-:1].[CH2:3]([CH:4]([CH3:5])[CH3:6])[C:7]12[C:8](=[O:26])[CH2:9][CH2:10][CH:11]1[C:12]1=[C:13]([CH2:14][CH2:15]2)[c:16]2[cH:17][cH:18][c:19]([O:24][CH3:25])[cH:20][c:21]2[CH2:22][CH2:23]1.[CH3:27][C:28](=[O:29])[OH:30].[CH3:31][OH:32].[Na+:2]>>[CH2:3]([CH:4]([CH3:5])[CH3:6])[C:7]12[CH:8]([OH:26])[CH2:9][CH2:10][CH:11]1[C:12]1=[C:13]([CH2:14][CH2:15]2)[c:16]2[cH:17][cH:18][c:19]([O:24][CH3:25])[cH:20][c:21]2[CH2:22][CH2:23]1. Starting materials: [BH4-], COc1ccc2c(c1)CCC1=C2CCC2(CC(C)C)C(=O)CCC12, CC(=O)O, CO, [Na+]. The reactants are Cl (hydrochloric acid), N(=[N+]=[N-])CC=1CS[C@H]2N(C1C(=O)O)C(C2NC(C(=NOC(C)(OC)C)C=2N=C(SC2)NC(C2=CC=CC=C2)(C2=CC=CC=C2)C2=CC=CC=C2)=O)=O (3-azidomethyl-7-[2-(2-tritylamino-4-thiazolyl)-2-(1-methyl-1-methoxy-ethoxyimino)-acetamido]-ceph-3-eme-4-carboxylic acid), C([O-])([O-])=O.[K+].[K+] (potassium carbonate), C(C)(=O)OC(C)Br (1-bromoethyl acetate). Solvent: O (water), CN(C=O)C (dimethylformamide). Conditions: temperature 20 celsius, time 10 minute. The product is N(=[N+]=[N-])CC=1CS[C@H]2N(C1C(=O)OC(C)OC(C)=O)C(C2NC(C(=NOC(C)(OC)C)C=2N=C(SC2)NC(C2=CC=CC=C2)(C2=CC=CC=C2)C2=CC=CC=C2)=O)=O (1-acetoxyethyl 3-azidomethyl-7-[2-(2-tritylamino-4-thiazolyl)-2-(1-methyl-1-methoxy-ethoxyimino)-acetamido]-ceph-3-eme-4-carboxylate). As a reaction SMILES: [N:1]([CH2:4][C:5]1[CH2:6][S:7][C@@H:8]2[CH:15]([NH:16][C:17](=[O:51])[C:18]([C:26]3[N:27]=[C:28]([NH:31][C:32]([C:45]4[CH:50]=[CH:49][CH:48]=[CH:47][CH:46]=4)([C:39]4[CH:44]=[CH:43][CH:42]=[CH:41][CH:40]=4)[C:33]4[CH:38]=[CH:37][CH:36]=[CH:35][CH:34]=4)[S:29][CH:30]=3)=[N:19][O:20][C:21]([CH3:25])([O:23][CH3:24])[CH3:22])[C:14](=[O:52])[N:9]2[C:10]=1[C:11]([OH:13])=[O:12])=[N+:2]=[N-:3].C(=O)([O-])[O-].[K+].[K+].[C:59]([O:62][CH:63](Br)[CH3:64])(=[O:61])[CH3:60].Cl>O.CN(C)C=O>[N:1]([CH2:4][C:5]1[CH2:6][S:7][C@@H:8]2[CH:15]([NH:16][C:17](=[O:51])[C:18]([C:26]3[N:27]=[C:28]([NH:31][C:32]([C:39]4[CH:40]=[CH:41][CH:42]=[CH:43][CH:44]=4)([C:45]4[CH:50]=[CH:49][CH:48]=[CH:47][CH:46]=4)[C:33]4[CH:34]=[CH:35][CH:36]=[CH:37][CH:38]=4)[S:29][CH:30]=3)=[N:19][O:20][C:21]([CH3:22])([O:23][CH3:24])[CH3:25])[C:14](=[O:52])[N:9]2[C:10]=1[C:11]([O:13][CH:63]([O:62][C:59](=[O:61])[CH3:60])[CH3:64])=[O:12])=[N+:2]=[N-:3] |f:1.2.3|. Procedure details: A mixture of 739 mg of 3-azidomethyl-7-[2-(2-tritylamino-4-thiazolyl)-2-(1-methyl-1-methoxy-ethoxyimino)-acetamido]-ceph-3-eme-4-carboxylic acid, 76 mg of potassium carbonate and 3 ml of dimethylformamide was stirred at 20° C. for 10 minutes and after cooling the mixture to 0° to 50° C., 0.6 g of 1-bromoethyl acetate was slowly added thereto. The mixture was stirred for 20 minutes at 0° to 5° C. and for one hour at 20° C. and then a mixture of 40 ml of iced water and 1.5 ml of N hydrochloric aci... Starting materials: C(C1=CC=CC=C1)OC=1C=C(C=CC1N1S(NC(C1)=O)(=O)=O)/C=C/C(=O)O ((E)-3-[3-benzyloxy-4-(1,1,4-trioxo-1,2,5-thiadiazolidin-2-yl)-phenyl]-acrylic acid), NCCCCOC1=C(C#N)C(=CC=C1)OCC1=CC=CC=C1 (2-(4-aminobutoxy)-6-benzyloxybenzonitrile). Yields the product C(#N)C1=C(OCCCCNC(CCC2=CC(=C(C=C2)N2S(NC(C2)=O)(=O)=O)O)=O)C=CC=C1O (N-[4-(2-Cyano-3-hydroxyphenoxy)-butyl]-3-[3-hydroxy-4-(1,1,4-trioxo-1,2,5-thiadiazolidin-2-yl)-phenyl]-propionamide). RXN SMILES: C([O:8][C:9]1[CH:10]=[C:11](/[CH:23]=[CH:24]/[C:25]([OH:27])=O)[CH:12]=[CH:13][C:14]=1[N:15]1[CH2:19][C:18](=[O:20])[NH:17][S:16]1(=[O:22])=[O:21])C1C=CC=CC=1.[NH2:28][CH2:29][CH2:30][CH2:31][CH2:32][O:33][C:34]1[CH:41]=[CH:40][CH:39]=[C:38]([O:42]CC2C=CC=CC=2)[C:35]=1[C:36]#[N:37]>>[C:36]([C:35]1[C:38]([OH:42])=[CH:39][CH:40]=[CH:41][C:34]=1[O:33][CH2:32][CH2:31][CH2:30][CH2:29][NH:28][C:25](=[O:27])[CH2:24][CH2:23][C:11]1[CH:12]=[CH:13][C:14]([N:15]2[CH2:19][C:18](=[O:20])[NH:17][S:16]2(=[O:21])=[O:22])=[C:9]([OH:8])[CH:10]=1)#[N:37]. Reported procedure: The title compound is prepared using (E)-3-[3-benzyloxy-4-(1,1,4-trioxo-1,2,5-thiadiazolidin-2-yl)-phenyl]-acrylic acid and 2-(4-aminobutoxy)-6-benzyloxybenzonitrile analogous to Example 100 steps C and D: (M−1)−=487. HPLC retention time: 0.82 min. (Method A). Reactants: CC1(c2ccc3cc(CC4CCC(C(C)(C)C)CC4)ccc3c2)COC(=O)N1, CCO, [Li+], [OH-], O. Product: CC(N)(CO)c1ccc2cc(CC3CCC(C(C)(C)C)CC3)ccc2c1. RXN SMILES: [C:1]([CH3:2])([CH3:3])([CH3:4])[CH:5]1[CH2:6][CH2:7][CH:8]([CH2:11][c:12]2[cH:13][c:14]3[cH:15][cH:16][c:17]([C:22]4([CH3:28])[NH:23][C:24](=[O:27])[O:25][CH2:26]4)[cH:18][c:19]3[cH:20][cH:21]2)[CH2:9][CH2:10]1.[CH3:31][CH2:32][OH:33].[Li+:29].[OH-:30].[OH2:34]>>[C:1]([CH3:2])([CH3:3])([CH3:4])[CH:5]1[CH2:6][CH2:7][CH:8]([CH2:11][c:12]2[cH:13][c:14]3[cH:15][cH:16][c:17]([C:22]([NH2:23])([CH2:26][OH:25])[CH3:28])[cH:18][c:19]3[cH:20][cH:21]2)[CH2:9][CH2:10]1. Starting materials: N1N=C(C2=CC=CC=C12)\C=C\1/OC2=C(C1=O)C=CC(=C2/C=C/C2CCN(CC2)C(=O)OC(C)(C)C)OC (tert-butyl 4-((E)-2-{(Z)-2-[(1H-indazol-3-yl)methylene]-6-methoxy-3-oxo-2,3-dihydrobenzofuran-7-yl}vinyl)piperidine-1-carboxylate), solution, Cl (hydrogen chloride). Solvent: C(Cl)Cl (methylene chloride), O1CCOCC1 (1,4-dioxane). Reaction conditions: time 2 hour. The product is N1N=C(C2=CC=CC=C12)\C=C\1/OC2=C(C1=O)C=CC(=C2\C=C\C2CCNCC2)OC ((Z)-2-[(1H-indazol-3-yl)methylene]-6-methoxy-7-[(E)-2-(piperidin-4-yl)vinyl]benzofuran-3(2H)-one). Yield: 85.4%. Reaction SMILES: [NH:1]1[C:9]2[C:4](=[CH:5][CH:6]=[CH:7][CH:8]=2)[C:3](/[CH:10]=[C:11]2\[O:12][C:13]3[C:20](/[CH:21]=[CH:22]/[CH:23]4[CH2:28][CH2:27][N:26](C(OC(C)(C)C)=O)[CH2:25][CH2:24]4)=[C:19]([O:36][CH3:37])[CH:18]=[CH:17][C:14]=3[C:15]\2=[O:16])=[N:2]1.Cl>C(Cl)Cl.O1CCOCC1>[NH:1]1[C:9]2[C:4](=[CH:5][CH:6]=[CH:7][CH:8]=2)[C:3](/[CH:10]=[C:11]2\[O:12][C:13]3[C:20](/[CH:21]=[CH:22]/[CH:23]4[CH2:24][CH2:25][NH:26][CH2:27][CH2:28]4)=[C:19]([O:36][CH3:37])[CH:18]=[CH:17][C:14]=3[C:15]\2=[O:16])=[N:2]1. Procedure details: A solution of tert-butyl 4-((E)-2-{(Z)-2-[(1H-indazol-3-yl)methylene]-6-methoxy-3-oxo-2,3-dihydrobenzofuran-7-yl}vinyl)piperidine-1-carboxylate (0.0693 g, 0.138 mmol) in methylene chloride (3 mL) was added with a 4 M solution of hydrogen chloride in 1,4-dioxane (3 mL), and the mixture was stirred at room temperature for 2 hours. The reaction mixture was concentrated, the resulting residue was added with saturated aqueous sodium hydrogencarbonate, and the mixture was extracted with ethyl acetate.... Starting materials: FC1=CC=C(C(=O)OC(C)(C)C)C=C1 (tert-butyl 4-fluorobenzoate), Cl.CN(CCS)C (2-(dimethylamino)-ethanethiol hydrochloride), C([O-])([O-])=O.[K+].[K+] (potassium carbonate). The solvent is CS(=O)C (dimethylsulfoxide), O (water). Reaction conditions: temperature 80 celsius, time 4 hour. The product is CN(CCSC1=CC=C(C(=O)O)C=C1)C (4-[2-(dimethylamino)ethylthio]-benzoic acid). Yield: 110.3%. As a reaction SMILES: F[C:2]1[CH:14]=[CH:13][C:5]([C:6]([O:8]C(C)(C)C)=[O:7])=[CH:4][CH:3]=1.Cl.[CH3:16][N:17]([CH3:21])[CH2:18][CH2:19][SH:20].C(=O)([O-])[O-].[K+].[K+]>CS(C)=O.O>[CH3:16][N:17]([CH3:21])[CH2:18][CH2:19][S:20][C:2]1[CH:3]=[CH:4][C:5]([C:6]([OH:8])=[O:7])=[CH:13][CH:14]=1 |f:1.2,3.4.5|. Reported procedure: A suspension of tert-butyl 4-fluorobenzoate (300 mg), 2-(dimethylamino)-ethanethiol hydrochloride (420 mg), and potassium carbonate (620 mg) in dimethylsulfoxide (3.0 mL) is stirred at 80° C. for 4 hours. The reaction mixture is diluted with water and extracted with ethyl acetate. The extract is concentrated in vacuo and to the residue is added 4N HCl-dioxane (1.5 mL). The mixture is stirred at room temperature overnight. The reaction mixture is diluted with ether and the precipitated crystals a...